Dataset: the Open Reaction Database (ORD), a public repository of structured organic reaction records. Task: describe an organic reaction: reactants, conditions, products, and yield Starting materials: Cl, Cl, COc1ccc(CCC(=O)O)cc1F, c1ccncc1, c1ccncc1. Yields the product O=C(O)CCc1ccc(O)c(F)c1. Reaction SMILES: [ClH:1].[ClH:8].[F:9][c:10]1[cH:11][c:12]([CH2:18][CH2:19][C:20](=[O:21])[OH:22])[cH:13][cH:14][c:15]1[O:16][CH3:17].[cH:23]1[cH:24][cH:25][n:26][cH:27][cH:28]1.[n:2]1[cH:3][cH:4][cH:5][cH:6][cH:7]1>>[F:9][c:10]1[cH:11][c:12]([CH2:18][CH2:19][C:20](=[O:21])[OH:22])[cH:13][cH:14][c:15]1[OH:16]. Reactants: NC1=NC=NC=C1N (4,5-diamino-pyrimidine), COC1=C(C#N)C=CC(=C1)OC (2,4-dimethoxy-benzonitrile), O.C1(=CC=C(C=C1)S(=O)(=O)O)C (p-toluene sulfonic acid hydrate). The solvent is C1=CC=CC=C1 (benzene). Conditions: temperature 120 celsius. Yields the product COC1=C(C=CC(=C1)OC)C1=NC2=NC=NC=C2N1 (8-(2,4-Dimethoxy-phenyl)-purine). RXN SMILES: [NH2:1][C:2]1[C:7]([NH2:8])=[CH:6][N:5]=[CH:4][N:3]=1.[CH3:9][O:10][C:11]1[CH:18]=[C:17]([O:19][CH3:20])[CH:16]=[CH:15][C:12]=1[C:13]#N.O.C1(C)C=CC(S(O)(=O)=O)=CC=1>C1C=CC=CC=1>[CH3:9][O:10][C:11]1[CH:18]=[C:17]([O:19][CH3:20])[CH:16]=[CH:15][C:12]=1[C:13]1[NH:8][C:7]2[C:2](=[N:3][CH:4]=[N:5][CH:6]=2)[N:1]=1 |f:2.3|. Procedure: A mixture of 2 g of 4,5-diamino-pyrimidine, 4 g of 2,4-dimethoxy-benzonitrile, 6 g of p-toluene sulfonic acid hydrate, and 40 ml of benzene was heated, whereby the benzene was distilled off. The residue was heated for 30 minutes at 120° C. After cooling the residue was triturated with 2 N ammonia and extracted with ethyl acetate. The ethyl acetate phase was extracted with 2 N hydrochloric acid, the aqueous phase was neutralized and again extracted with ethyl acetate, and subsequently the organic... Starting materials: CC#N, O=C1CCC(=O)N1Cl, Cl, [Na+], [Na+], O, O=S([O-])([O-])=S, O=C(O)c1ccc2[nH]ncc2c1. Product: O=C(O)c1ccc2[nH]nc(Cl)c2c1. RXN SMILES: [CH3:29][C:30]#[N:31].[Cl:13][N:14]1[C:15](=[O:16])[CH2:17][CH2:18][C:19]1=[O:20].[ClH:28].[Na+:26].[Na+:27].[OH2:32].[S:21]([O-:22])([O-:23])(=[O:24])=[S:25].[nH:1]1[n:2][cH:3][c:4]2[cH:5][c:6]([C:10](=[O:11])[OH:12])[cH:7][cH:8][c:9]12>>[nH:1]1[n:2][c:3]([Cl:13])[c:4]2[cH:5][c:6]([C:10](=[O:11])[OH:12])[cH:7][cH:8][c:9]12. The reactants are BrC1C=CCCC1, O=Cc1cccc(O)c1. The product is O=Cc1cccc(OC2C=CCCC2)c1. Reaction SMILES: [Br:1][CH:2]1[CH:3]=[CH:4][CH2:5][CH2:6][CH2:7]1.[OH:8][c:9]1[cH:10][c:11]([CH:12]=[O:13])[cH:14][cH:15][cH:16]1>>[CH:2]1([O:8][c:9]2[cH:10][c:11]([CH:12]=[O:13])[cH:14][cH:15][cH:16]2)[CH:3]=[CH:4][CH2:5][CH2:6][CH2:7]1. Starting materials: NC1=CC=C(C#N)C=C1 (4-aminobenzonitrile), Cl (hydrochloric acid), N(=O)[O-].[Na+] (sodium nitrite), stannous chloride dihydrate, Cl (hydrochloric acid). Solvent: O (water), O (water). Run at time 30 minute. The product is C(#N)C1=CC=C(C=C1)NN (4-Cyanophenylhydrazine). Isolated yield 62.3%. As a reaction SMILES: [NH2:1][C:2]1[CH:9]=[CH:8][C:5]([C:6]#[N:7])=[CH:4][CH:3]=1.Cl.[N:11]([O-])=O.[Na+]>O>[C:6]([C:5]1[CH:8]=[CH:9][C:2]([NH:1][NH2:11])=[CH:3][CH:4]=1)#[N:7] |f:2.3|. Procedure: To a mixture of 100 g of 4-aminobenzonitrile, 500 ml of water and 360 g of concentrated hydrochloric acid, a liquid mixture of 60.2 g of sodium nitrite and 240 ml of water was added at 0° C., and the resulting mixture was stirred for 30 minutes. The mixture was added to a liquid mixture of 382 g of stannous chloride dihydrate and 480 g of concentrated hydrochloric acid at 15° C., and the resulting crystals were collected by filtration, washed with water and then suspended in 1,000 ml of water. 3... Run at time 2 day. Yield: 63.1%. As a reaction SMILES: C(OC([N:8]1[CH2:12][CH2:11][CH2:10][C:9]1([CH3:36])[C:13]([C:15]1[C:23]2[C:18](=[N:19][CH:20]=[C:21]([C:24]3[CH:29]=[C:28]([O:30][CH3:31])[C:27]([O:32][CH3:33])=[C:26]([O:34][CH3:35])[CH:25]=3)[N:22]=2)[NH:17][CH:16]=1)=[O:14])=O)(C)(C)C.FC(F)(F)C(O)=O>ClCCl>[CH3:36][C:9]1([C:13]([C:15]2[C:23]3[C:18](=[N:19][CH:20]=[C:21]([C:24]4[CH:29]=[C:28]([O:30][CH3:31])[C:27]([O:32][CH3:33])=[C:26]([O:34][CH3:35])[CH:25]=4)[N:22]=3)[NH:17][CH:16]=2)=[O:14])[CH2:10][CH2:11][CH2:12][NH:8]1. The product is CC1(NCCC1)C(=O)C1=CNC2=NC=C(N=C21)C2=CC(=C(C(=C2)OC)OC)OC ((2-methyl-pyrrolidin-2-yl)-[2-(3,4,5-trimethoxy-phenyl)-5H-pyrrolo[2,3-b]pyrazin-7-yl]-methanone). Run in ClCCl (dichloromethane). Reported procedure: To a solution of 2-methyl-2-[2-(3,4,5-trimethoxy-phenyl)-5H-pyrrolo[2,3-b]pyrazine-7-carbonyl]-pyrrolidine-1-carboxylic acid tert-butyl ester (18 mg, 0.04 mmol) in anhydrous dichloromethane (3.0 ml) was added trifluoroacetic acid (1.0 ml, 13.5 mmol) dropwise. The reaction mixture was stirred for two days. The reaction mixture was partitioned between EtOAc/saturated aqueous Na2CO3. The organic layers were collected, dried over MgSO4, filtered, and concentrated. The residue was purified by prepara... Reactants: C(C)(C)(C)OC(=O)N1C(CCC1)(C(=O)C1=CNC2=NC=C(N=C21)C2=CC(=C(C(=C2)OC)OC)OC)C (2-methyl-2-[2-(3,4,5-trimethoxy-phenyl)-5H-pyrrolo[2,3-b]pyrazine-7-carbonyl]-pyrrolidine-1-carboxylic acid tert-butyl ester), FC(C(=O)O)(F)F (trifluoroacetic acid). Starting materials: C(C=C)(=O)O.C(C=C)(=O)O.C(C=C)(=O)O.C(C=C)(=O)O.C(C=C)(=O)O.C(C=C)(=O)O.OCC(CO)(CO)CO (pentaerythritol hexaacrylate), C(C=C)(=O)O.NC(=O)OCC (urethane acrylate), acrylic acid ester, C1(CCCCCO1)=O.OCC(CO)(COCC(CO)(CO)CO)CO (dipentaerythritol caprolactone). Solvent: C(C)(C)O (isopropyl alcohol). The product is C1CCC(CC1)(C(=O)C2=CC=CC=C2)O (IRGACURE 184). RXN SMILES: [C:1]([OH:5])(=O)[CH:2]=[CH2:3].[C:6]([OH:10])(=O)[CH:7]=[CH2:8].[C:11](O)(=O)[CH:12]=[CH2:13].[C:16](O)(=O)[CH:17]=[CH2:18].[C:21](O)(=O)C=C.C(O)(=O)C=C.OCC(CO)(CO)CO.C(O)(=O)C=C.NC(OCC)=O.C1(=O)OCCCCC1.OCC(CO)(COCC(CO)(CO)CO)CO>C(O)(C)C>[CH2:11]1[CH2:8][CH2:7][C:6]([OH:10])([C:1]([C:2]2[CH:3]=[CH:21][CH:16]=[CH:17][CH:18]=2)=[O:5])[CH2:13][CH2:12]1 |f:0.1.2.3.4.5.6,7.8,9.10|. Procedure: A protective layer coating solution was prepared by mixing 3 parts by mass of pentaerythritol hexaacrylate (KAYARAD DPHA, produced by Nippon Kayaku Co., Ltd.), 3 parts by mass of an urethane acrylate oligomer (ART RESIN UN-3320HA, produced by Negami Chemical Industrial Co., Ltd.), 3 parts by mass of an acrylic acid ester of dipentaerythritol caprolactone (KAYARAD DPCA-120, produced by Nippon Kayaku Co., Ltd.), 1 part by mass of a silica (P-526, produced by Mizusawa Industrial Chemicals, Ltd.), 0...